From a dataset of the Open Reaction Database (ORD), a public repository of structured organic reaction records. describe an organic reaction: reactants, conditions, products, and yield Starting materials: CC1=NC=CC(=C1)NC(=O)C1=NC(=CC=C1NC=1C=NC=CC1)C (6-Methyl-3-(pyridin-3-ylamino)-pyridine-2-carboxylic acid (2-methyl-pyridin-4-yl)-amide), FC=1C=NC=C(C1)F (3,5-difluoropyridine), C([O-])([O-])=O.[Cs+].[Cs+] (Cesium carbonate). The solvent is CN(C)C=O (DMF). Reaction conditions: temperature 120 celsius. Yields the product CC1=NC=CC(=C1)NC(=O)C1=NC(=CC=C1NC=1C=NC=C(C1)F)C (3-(5-Fluoro-pyridin-3-ylamino)-6-methyl-pyridine-2-carboxylic acid (2-methyl-pyridin-4-yl)-amide). As a reaction SMILES: [CH3:1][C:2]1[CH:7]=[C:6]([NH:8][C:9]([C:11]2[C:16]([NH:17][C:18]3[CH:19]=[N:20][CH:21]=[CH:22][CH:23]=3)=[CH:15][CH:14]=[C:13]([CH3:24])[N:12]=2)=[O:10])[CH:5]=[CH:4][N:3]=1.[F:25]C1C=NC=C(F)C=1.C(=O)([O-])[O-].[Cs+].[Cs+]>CN(C=O)C>[CH3:1][C:2]1[CH:7]=[C:6]([NH:8][C:9]([C:11]2[C:16]([NH:17][C:18]3[CH:19]=[N:20][CH:21]=[C:22]([F:25])[CH:23]=3)=[CH:15][CH:14]=[C:13]([CH3:24])[N:12]=2)=[O:10])[CH:5]=[CH:4][N:3]=1 |f:2.3.4|. Reported procedure: In a 5 ml microwave reaction vessel were dissolved 70 mg (0.29 mmol) 3-Amino-6-methyl-pyridine-2-carboxylic acid (2-methyl-pyridin-4-yl)-amide (Example 5) and 266 mg (2.31 mmol, 8.0 equiv.) of 3,5-difluoropyridine in 1.5 ml of DMF. Cesium carbonate (376 mg, 1.16 mmol, 4.0 equiv.) was added and the suspension was sonicated under argon for 10 min. The mixture was heated for 72 h at 120° C. in an oil bath and then 1 h at 160° C. under microwave irradiation. The dark brown suspension was filtered ov...